Dataset: the Open Reaction Database (ORD), a public repository of structured organic reaction records. Task: describe an organic reaction: reactants, conditions, products, and yield The reactants are BrB(Br)Br, ClCCl, Cl, COc1ccc(F)c2c1CC(N(C1CCC1)C1CCC1)CO2. The product is Oc1ccc(F)c2c1CC(N(C1CCC1)C1CCC1)CO2. Reaction SMILES: [B:24]([Br:25])([Br:26])[Br:27].[Cl:28][CH2:29][Cl:30].[ClH:1].[F:2][c:3]1[cH:4][cH:5][c:6]([O:22][CH3:23])[c:7]2[c:12]1[O:11][CH2:10][CH:9]([N:13]([CH:14]1[CH2:15][CH2:16][CH2:17]1)[CH:18]1[CH2:19][CH2:20][CH2:21]1)[CH2:8]2>>[F:2][c:3]1[cH:4][cH:5][c:6]([OH:22])[c:7]2[c:12]1[O:11][CH2:10][CH:9]([N:13]([CH:14]1[CH2:15][CH2:16][CH2:17]1)[CH:18]1[CH2:19][CH2:20][CH2:21]1)[CH2:8]2. Starting materials: FC=1C=C(C=O)C=CC1O (3-fluoro-4-hydroxybenzaldehyde), C[C@H](CC)O ((R)-(−)-2-butanol), C1(=CC=CC=C1)P(C1=CC=CC=C1)C1=CC=CC=C1 (triphenylphosphine), CC(C)OC(=O)/N=N/C(=O)OC(C)C (diisopropylazodicarboxylate). The solvent is C1CCOC1 (THF). Conditions: time 14 hour. Product: FC=1C=C(C=O)C=CC1O[C@@H](C)CC (3-Fluoro-4-(2-(S)-butoxy)benzaldehyde). The yield is 12.3%. Reaction SMILES: [F:1][C:2]1[CH:3]=[C:4]([CH:7]=[CH:8][C:9]=1[OH:10])[CH:5]=[O:6].[CH3:11][C@@H:12](O)[CH2:13][CH3:14].C1(P(C2C=CC=CC=2)C2C=CC=CC=2)C=CC=CC=1.CC(OC(/N=N/C(OC(C)C)=O)=O)C>C1COCC1>[F:1][C:2]1[CH:3]=[C:4]([CH:7]=[CH:8][C:9]=1[O:10][C@H:12]([CH2:13][CH3:14])[CH3:11])[CH:5]=[O:6]. Procedure: A solution of 750 mg (5.4 mmol) of 3-fluoro-4-hydroxybenzaldehyde, 403 mg (5.4 mmol) of (R)-(−)-2-butanol and 2 g (7.5 mmol) triphenylphosphine in 10 mL of THF was treated with 1.5 mL of diisopropylazodicarboxylate. The resulting solution was stirred at rt for 14 h, cooled to rt and concentrated. Chromatography on a Biotage 40M cartridge using 4:1 v/v hexanes/Et2O as the eluant afforded 130 mg of the title compound: 1H NMR (500 Mhz) δ 0.99 (t, J=7.6, 3H), 1.35 (d, J=6.2, 3H), 1.58–1.83 (m, 2H), ... The reactants are NC1=C(C=C(C=C1)N1CCN(CCC1)C(=O)OC(C)(C)C)NS(=O)(=O)C1=CC=CC=C1 (N-{2-amino-5-(4-t-butyloxycarbonyl-1,4-diazepan-1-yl)-phenyl}benzenesulfonamide), C1(=CC=C(C=C1)S(=O)(=O)Cl)C1=CC=CC=C1 (1,1′-biphenyl-4-sulfonyl chloride). Product: Cl.N1(CCNCCC1)C1=CC(=C(C=C1)NS(=O)(=O)C1=CC=C(C=C1)C1=CC=CC=C1)NS(=O)(=O)C1=CC=CC=C1 (N-{4-(1,4-diazepan-1-yl)-2-[(phenylsulfonyl)amino]phenyl}[1,1′-biphenyl]-4-sulfonamide hydrochloride), light purple solid. As a reaction SMILES: [NH2:1][C:2]1[CH:7]=[CH:6][C:5]([N:8]2[CH2:14][CH2:13][CH2:12][N:11](C(OC(C)(C)C)=O)[CH2:10][CH2:9]2)=[CH:4][C:3]=1[NH:22][S:23]([C:26]1[CH:31]=[CH:30][CH:29]=[CH:28][CH:27]=1)(=[O:25])=[O:24].[C:32]1([C:42]2[CH:47]=[CH:46][CH:45]=[CH:44][CH:43]=2)[CH:37]=[CH:36][C:35]([S:38]([Cl:41])(=[O:40])=[O:39])=[CH:34][CH:33]=1>>[ClH:41].[N:8]1([C:5]2[CH:6]=[CH:7][C:2]([NH:1][S:38]([C:35]3[CH:36]=[CH:37][C:32]([C:42]4[CH:47]=[CH:46][CH:45]=[CH:44][CH:43]=4)=[CH:33][CH:34]=3)(=[O:40])=[O:39])=[C:3]([NH:22][S:23]([C:26]3[CH:27]=[CH:28][CH:29]=[CH:30][CH:31]=3)(=[O:25])=[O:24])[CH:4]=2)[CH2:14][CH2:13][CH2:12][NH:11][CH2:10][CH2:9]1 |f:2.3|. Procedure: N-{4-(1,4-diazepan-1-yl)-2-[(phenylsulfonyl)amino]phenyl}[1,1′-biphenyl]-4-sulfonamide hydrochloride was synthesized from N-{2-amino-5-(4-t-butyloxycarbonyl-1,4-diazepan-1-yl)-phenyl}benzenesulfonamide (0.081 g, 0.18 mmol) and, 1,1′-biphenyl-4-sulfonyl chloride (0.059 g, 0.24 mmol) to give 42.9 mg of a light purple solid; Anal. (C24H27ClN4O3S) C, H, N, S.; M+563.5 Calcd 563.17. Reactants: C1(\C(\C)=C/C(=O)O1)=O (citraconic anhydride), CC1([C@H]2CC[C@H]([C@@H]1C2)CN)C ((−)-cis-myrtanylamine), N1=CC=CC=C1 (pyridine). Run at temperature 90 celsius. The product is CC1(C2CC(CC1C2)CN2C(C(=CC2=O)C)=O)C (1-((6,6-Dimethylbicyclo[3,1,1]hept-3-yl)methyl)-3-mehtyl-3-pyrroline-2,5-dione). As a reaction SMILES: [C:1]1(=[O:8])O[C:5](=[O:6])[CH:4]=[C:2]1[CH3:3].[CH3:9][C:10]1([CH3:19])[C@H:15]2[CH2:16][C@@H:11]1[CH2:12][CH2:13][C@H:14]2CN.[N:20]1C=CC=C[CH:21]=1>>[CH3:19][C:10]1([CH3:9])[CH:11]2[CH2:16][CH:15]1[CH2:14][CH:13]([CH2:21][N:20]1[C:5](=[O:6])[CH:4]=[C:2]([CH3:3])[C:1]1=[O:8])[CH2:12]2. Procedure: A solution of citraconic anhydride (0.1 M) in pyridine (20 ml)was treated with (−)-cis-myrtanylamine (0.1 M). The reaction mixture was heated to 90° C. for six hours. The reaction mixture was then concentrated in vacuo and the residue was extracted into ethyl acetate. The ethyl acetate layer was washed with water and with cold aqueous hydrochloric acid, then dried over sodium sulphate and finally concentrated in vacuo. The residue obtained was chromatographed over silica gel to afford the desire... Reactants: CCCCCC (hexane), FC=1C=C(C=O)C=CC1 (3-fluorobenzaldehyde), [Br-].FCCCC[P+](C1=CC=CC=C1)(C1=CC=CC=C1)C1=CC=CC=C1 (4-fluorobutyltriphenylphosphonium bromide), CC(C)([O-])C.[K+] (potasium-tert-butoxide). Solvent: O1CCCC1 (THF), O1CCCC1 (tetrahydrofuran). Conditions: time 1 hour. Product: FCCCC=CC=1C=C(C=CC1)F (3-(5-fluoro-1-pentenyl)fluorobenzene). Yield: 79.2%. Reaction SMILES: [Br-].[F:2][CH2:3][CH2:4][CH2:5][CH2:6][P+](C1C=CC=CC=1)(C1C=CC=CC=1)C1C=CC=CC=1.CC(C)([O-])C.[K+].[F:32][C:33]1[CH:34]=[C:35]([CH:38]=[CH:39][CH:40]=1)[CH:36]=O.CCCCCC>O1CCCC1>[F:2][CH2:3][CH2:4][CH2:5][CH:6]=[CH:36][C:35]1[CH:34]=[C:33]([F:32])[CH:40]=[CH:39][CH:38]=1 |f:0.1,2.3|. Reported procedure: To a mixture of 4-fluorobutyltriphenylphosphonium bromide 273 g (660 mmol) and tetrahydrofuran (abbreviated THF hereinafter) 1000 ml, potasium-tert-butoxide 88 g (684 mmol) was added under ice cooling and stirred for one hour. Then, under ice cooling, a solution of 3-fluorobenzaldehyde 74 g (596 mmol) in THF 200 ml was added dropwise, and the mixture was stirred for one hour at room temperature. The reaction mixture was poured into hexane 1000 ml, and the crystals deposited were filtered off. Th... The reactants are FC(C(=O)O)(F)F.NN=CNC=1C=C(C=CC1)C(=O)NCC(=O)NC(CC(=O)OCC)C1=CC(=CC=C1)Br ((±) ethyl β-[[2-[[[3-[(aminoiminomethyl)amino]phenyl]carbonyl]amino]acetyl]amino]-3-bromobenzenepropanoate, trifluoroacetate salt), [Li+].[OH-] (LiOH), C(=O)(C(F)(F)F)O (TFA). Run in O (H2O), CC#N (CH3CN). Run at time 1.5 hour. Yields the product FC(C(=O)O)(F)F.NN=CNC=1C=C(C=CC1)C(=O)NCC(=O)NC(CC(=O)O)C1=CC(=CC=C1)Br ((±) β-[[2-[[[3-[(aminoiminomethyl)amino]phenyl]carbonyl]amino]acetyl]amino]-3-bromobenzenepropanoic acid, trifluoroacetate salt). The yield is 48.4%. As a reaction SMILES: [F:1][C:2]([F:7])([F:6])[C:3]([OH:5])=[O:4].[NH2:8][N:9]=[CH:10][NH:11][C:12]1[CH:13]=[C:14]([C:18]([NH:20][CH2:21][C:22]([NH:24][CH:25]([C:32]2[CH:37]=[CH:36][CH:35]=[C:34]([Br:38])[CH:33]=2)[CH2:26][C:27]([O:29]CC)=[O:28])=[O:23])=[O:19])[CH:15]=[CH:16][CH:17]=1.[Li+].[OH-].C(O)(C(F)(F)F)=O>O.CC#N>[F:1][C:2]([F:7])([F:6])[C:3]([OH:5])=[O:4].[NH2:8][N:9]=[CH:10][NH:11][C:12]1[CH:13]=[C:14]([C:18]([NH:20][CH2:21][C:22]([NH:24][CH:25]([C:32]2[CH:37]=[CH:36][CH:35]=[C:34]([Br:38])[CH:33]=2)[CH2:26][C:27]([OH:29])=[O:28])=[O:23])=[O:19])[CH:15]=[CH:16][CH:17]=1 |f:0.1,2.3,7.8|. Procedure details: To the product from Example 184 (1.0 mg, 0.00165 mole) in H2O (15 mL) and CH3CN (10 mL) was added LiOH (210 mg, 0.005 mole). The reaction mixture was stirred at room temperature for 1.5 hours. The pH was lowered to ~2.5 with TFA and the product was isolated by RPHPLC to yield the title compound (460 mg after lyophilization) as a white solid. The reactants are C(C1=CC=CC=C1)OC(=O)N[C@H](CC1=CC=CC=C1)C(=O)O (Nα -benzyloxycarbonyl-D-phenylalanine), C1(CCCCC1)N=C=NC1CCCCC1 (dicyclohexylcarbodiimide), Cl.COC([C@@H](N)CC(C)C)=O (L-leucine methyl ester hydrochloride), CN(C=O)C (dimethylformamide). Solvent: C(C)N(CC)CC (triethylamine). Reaction conditions: time 24 hour. The product is COC([C@@H](NC([C@H](NC(=O)OCC1=CC=CC=C1)CC1=CC=CC=C1)=O)CC(C)C)=O (Nα -Benzyloxycarbonyl-D-phenylalanyl-L-leucine methyl ester). Reaction SMILES: [CH2:1]([O:8][C:9]([NH:11][C@@H:12]([C:20]([OH:22])=O)[CH2:13][C:14]1[CH:19]=[CH:18][CH:17]=[CH:16][CH:15]=1)=[O:10])[C:2]1[CH:7]=[CH:6][CH:5]=[CH:4][CH:3]=1.Cl.[CH3:24][O:25][C:26](=[O:33])[C@H:27]([CH2:29][CH:30]([CH3:32])[CH3:31])[NH2:28].CN(C)C=O.C1(N=C=NC2CCCCC2)CCCCC1>C(N(CC)CC)C>[CH3:24][O:25][C:26](=[O:33])[C@H:27]([CH2:29][CH:30]([CH3:32])[CH3:31])[NH:28][C:20](=[O:22])[C@@H:12]([CH2:13][C:14]1[CH:15]=[CH:16][CH:17]=[CH:18][CH:19]=1)[NH:11][C:9]([O:8][CH2:1][C:2]1[CH:3]=[CH:4][CH:5]=[CH:6][CH:7]=1)=[O:10] |f:1.2|. Procedure details: A solution of 6.65 g. of Nα -benzyloxycarbonyl-D-phenylalanine (0.022 mol) and 4.38 g. (0.022 mol) of L-leucine methyl ester hydrochloride in 60 ml. of spectrograde dimethylformamide is chilled in ice and treated with 3.0 ml. of triethylamine (2.24 g.). 1-Hydroxybentriazole, 3.3 g., and dicyclohexylcarbodiimide, 5 g., are added and the reaction stirred at room temperature overnight and for 24 hours longer at room temperature. The mixture is filtered and the solvent evaporated under reduced press...